Dataset: the Open Reaction Database (ORD), a public repository of structured organic reaction records. Task: describe an organic reaction: reactants, conditions, products, and yield Reactants: Cc1cc(C)c(-c2cccc3c(C(C)O)n(C)nc23)c(C)c1, Cc1ccccc1, O, Cc1ccc(S(=O)(=O)O)cc1. Yields the product C=Cc1c2cccc(-c3c(C)cc(C)cc3C)c2nn1C. Reaction SMILES: [CH3:1][n:2]1[n:3][c:4]2[c:5](-[c:14]3[c:15]([CH3:22])[cH:16][c:17]([CH3:21])[cH:18][c:19]3[CH3:20])[cH:6][cH:7][cH:8][c:9]2[c:10]1[CH:11]([CH3:12])[OH:13].[CH3:35][c:36]1[cH:37][cH:38][cH:39][cH:40][cH:41]1.[OH2:23].[c:24]1([CH3:25])[cH:26][cH:27][c:28]([S:29]([OH:30])(=[O:31])=[O:32])[cH:33][cH:34]1>>[CH3:1][n:2]1[n:3][c:4]2[c:5](-[c:14]3[c:15]([CH3:22])[cH:16][c:17]([CH3:21])[cH:18][c:19]3[CH3:20])[cH:6][cH:7][cH:8][c:9]2[c:10]1[CH:11]=[CH2:12]. Reported procedure: 3-Methylbutylamine (4.65 cc) is added to a solution of 10-[(2RS)-1-piperidino-2-propyl]-2-phenothiazinecarbothioamide (3.07 g) in absolute ethanol (65 cc). The mixture is brought to 150° C. for 16 hours. The reaction mixture is concentrated to dryness under reduced pressure (30 mm Hg; 4 kPa) at 50° C. The residue is diluted with ethyl acetate (150 cc), the solution obtained is washed with distilled water (3×50 cc), dried over magnesium sulphate and then concentrated to dryness under reduced pres... The product is CC(CCNC(=S)C1=CC=2N(C3=CC=CC=C3SC2C=C1)C(CN1CCCCC1)C)C (N-(3-methylbutyl)-10-[(2RS)-1-piperidino-2-propyl]-2-phenothiazinecarbothioamide). The solvent is C(C)O (ethanol). Reactants: CC(CCN)C (3-Methylbutylamine), N1(CCCCC1)CC(C)N1C2=CC=CC=C2SC=2C=CC(=CC12)C(N)=S (10-[(2RS)-1-piperidino-2-propyl]-2-phenothiazinecarbothioamide). Run at time 16 hour. As a reaction SMILES: [CH3:1][CH:2]([CH3:6])[CH2:3][CH2:4][NH2:5].[N:7]1([CH2:13][CH:14]([N:16]2[C:29]3[CH:28]=[C:27]([C:30](=[S:32])N)[CH:26]=[CH:25][C:24]=3[S:23][C:22]3[C:17]2=[CH:18][CH:19]=[CH:20][CH:21]=3)[CH3:15])[CH2:12][CH2:11][CH2:10][CH2:9][CH2:8]1>C(O)C>[CH3:1][CH:2]([CH3:6])[CH2:3][CH2:4][NH:5][C:30]([C:27]1[CH:26]=[CH:25][C:24]2[S:23][C:22]3[C:17](=[CH:18][CH:19]=[CH:20][CH:21]=3)[N:16]([CH:14]([CH3:15])[CH2:13][N:7]3[CH2:12][CH2:11][CH2:10][CH2:9][CH2:8]3)[C:29]=2[CH:28]=1)=[S:32]. Starting materials: CC1(C(NC2=CC=C(C=C2C1)C(=O)NS(=O)(=O)C)C1=CC(=CC=C1)[N+](=O)[O-])C (N-[3,3-dimethyl-2-(3-nitro-phenyl)-1,2,3,4-tetrahydro-quinoline-6-carbonyl]-methanesulfonamide). The reagents and catalysts are [Fe] (iron). Solvent: C(C)O (ethanol), Cl (hydrochloric acid). Conditions: temperature 95 celsius, time 1 hour. The product is NC=1C=C(C=CC1)C1NC2=CC=C(C=C2CC1(C)C)C(=O)NS(=O)(=O)C (N-[2-(3-Amino-phenyl)-3,3-dimethyl-1,2,3,4-tetrahydro-quinoline-6-carbonyl]-methanesulfonamide). Isolated yield 80.3%. Reaction SMILES: [CH3:1][C:2]1([CH3:28])[CH2:11][C:10]2[C:5](=[CH:6][CH:7]=[C:8]([C:12]([NH:14][S:15]([CH3:18])(=[O:17])=[O:16])=[O:13])[CH:9]=2)[NH:4][CH:3]1[C:19]1[CH:24]=[CH:23][CH:22]=[C:21]([N+:25]([O-])=O)[CH:20]=1>C(O)C.Cl.[Fe]>[NH2:25][C:21]1[CH:20]=[C:19]([CH:3]2[C:2]([CH3:1])([CH3:28])[CH2:11][C:10]3[C:5](=[CH:6][CH:7]=[C:8]([C:12]([NH:14][S:15]([CH3:18])(=[O:17])=[O:16])=[O:13])[CH:9]=3)[NH:4]2)[CH:24]=[CH:23][CH:22]=1. Procedure details: To a mixture of N-[3,3-dimethyl-2-(3-nitro-phenyl)-1,2,3,4-tetrahydro-quinoline-6-carbonyl]-methanesulfonamide (2 g, 5 mmol) in ethanol 95% (100 mL) and 10% hydrochloric acid (20 mL) was added iron (0.84 g, 15 mmol). The reaction mixture was stirred at 95° C. for 1 h. Then the insoluble solid was filtered off and the filtrate was concentrated in vacuo and the residue was extracted with ethyl acetate (2×200 mL), washed with 30% sodium hydroxide in water (2×100 mL), dried over anhydrous sodium sul... Starting materials: FC(F)(F)c1cc(OCc2ccccc2)ccc1Br, [Li]CCCC, CN(C)C=O, C1CCOC1. Yields the product O=Cc1ccc(OCc2ccccc2)cc1C(F)(F)F. RXN SMILES: [Br:1][c:2]1[c:3]([C:16]([F:17])([F:18])[F:19])[cH:4][c:5]([O:8][CH2:9][c:10]2[cH:11][cH:12][cH:13][cH:14][cH:15]2)[cH:6][cH:7]1.[CH3:20][CH2:21][CH2:22][CH2:23][Li:24].[CH3:25][N:26]([CH:27]=[O:28])[CH3:29].[O:30]1[CH2:31][CH2:32][CH2:33][CH2:34]1>>[c:2]1([CH:27]=[O:28])[c:3]([C:16]([F:17])([F:18])[F:19])[cH:4][c:5]([O:8][CH2:9][c:10]2[cH:11][cH:12][cH:13][cH:14][cH:15]2)[cH:6][cH:7]1.